Dataset: the Open Reaction Database (ORD), a public repository of structured organic reaction records. Task: describe an organic reaction: reactants, conditions, products, and yield Reactants: O=C([O-])[O-], CN(C)C=O, O=[N+]([O-])c1ccc(Cl)nc1, [K+], [K+], Nc1cc(O)c(F)cc1F, O. The product is Nc1cc(Oc2ccc([N+](=O)[O-])cn2)c(F)cc1F. Reaction SMILES: [C:21](=[O:22])([O-:23])[O-:24].[CH3:28][N:29]([CH3:30])[CH:31]=[O:32].[Cl:1][c:2]1[n:3][cH:4][c:5]([N+:8](=[O:9])[O-:10])[cH:6][cH:7]1.[K+:25].[K+:26].[NH2:11][c:12]1[c:13]([F:20])[cH:14][c:15]([F:19])[c:16]([OH:18])[cH:17]1.[OH2:27]>>[c:2]1([O:18][c:16]2[c:15]([F:19])[cH:14][c:13]([F:20])[c:12]([NH2:11])[cH:17]2)[n:3][cH:4][c:5]([N+:8](=[O:9])[O-:10])[cH:6][cH:7]1. Reactants: NC1=NC(=CC(=N1)N1CCC2(C[C@H](N(C2)C(=O)OC(C)(C)C)C(=O)OCC)CC1)OCC1=C(C=C(C=C1)Cl)C1=CC(=CC=C1)S(=O)(=O)C ((S)-2-tert-butyl 3-ethyl 8-(2-amino-6-((5-chloro-3′-(methylsulfonyl)-[1,1′-biphenyl]-2-yl)methoxy)pyrimidin-4-yl)-2,8-diazaspiro[4.5]decane-2,3-dicarboxylate), C(=O)(C(F)(F)F)O (TFA). The solvent is C(Cl)Cl (CH2Cl2). Run at time 1 hour. The product is NC1=NC(=CC(=N1)N1CCC2(C[C@H](NC2)C(=O)OCC)CC1)OCC1=C(C=C(C=C1)Cl)C1=CC(=CC=C1)S(=O)(=O)C ((S)-ethyl 8-(2-amino-6-((5-chloro-3′-(methylsulfonyl)-[1,1′-biphenyl]-2-yl)methoxy)pyrimidin-4-yl)-2,8-diazaspiro[4.5]decane-3-carboxylate). Reaction SMILES: [NH2:1][C:2]1[N:7]=[C:6]([N:8]2[CH2:29][CH2:28][C:11]3([CH2:15][N:14](C(OC(C)(C)C)=O)[C@H:13]([C:23]([O:25][CH2:26][CH3:27])=[O:24])[CH2:12]3)[CH2:10][CH2:9]2)[CH:5]=[C:4]([O:30][CH2:31][C:32]2[CH:37]=[CH:36][C:35]([Cl:38])=[CH:34][C:33]=2[C:39]2[CH:44]=[CH:43][CH:42]=[C:41]([S:45]([CH3:48])(=[O:47])=[O:46])[CH:40]=2)[N:3]=1.C(O)(C(F)(F)F)=O>C(Cl)Cl>[NH2:1][C:2]1[N:7]=[C:6]([N:8]2[CH2:29][CH2:28][C:11]3([CH2:15][NH:14][C@H:13]([C:23]([O:25][CH2:26][CH3:27])=[O:24])[CH2:12]3)[CH2:10][CH2:9]2)[CH:5]=[C:4]([O:30][CH2:31][C:32]2[CH:37]=[CH:36][C:35]([Cl:38])=[CH:34][C:33]=2[C:39]2[CH:44]=[CH:43][CH:42]=[C:41]([S:45]([CH3:48])(=[O:46])=[O:47])[CH:40]=2)[N:3]=1. Reported procedure: To a solution of (S)-2-tert-butyl 3-ethyl 8-(2-amino-6-((5-chloro-3′-(methylsulfonyl)-[1,1′-biphenyl]-2-yl)methoxy)pyrimidin-4-yl)-2,8-diazaspiro[4.5]decane-2,3-dicarboxylate (200 mg, 0.25 mmol) in CH2Cl2 (5 ml) was added TFA (3 mL), and the resulting mixture was stirred at RT for 1 h. The reaction mixture was concentrated in vacuo, and the residue was partitioned between CH2Cl2 and saturated NaHCO3. The organic layer was dried over Na2SO4, filtered, and concentrated in vacuo. Purification by pr... Starting materials: ethyl ester, [N+](=O)([O-])C=1C=C2C=C(NC2=CC1)C(=O)O (5-nitroindole-2-carboxylic acid), CI (MeI), N-methyl nitro, [H-].[Na+] (NaH), O (H2O). The solvent is CN(C)C=O (DMF), CN(C)C=O (DMF). Conditions: time 20 minute. Product: NC=1C=C2C=CNC2=CC1 (5-aminoindole). The yield is 69.8%. As a reaction SMILES: [N+:1]([C:4]1[CH:5]=[C:6]2[C:10](=[CH:11][CH:12]=1)[NH:9][C:8](C(O)=O)=[CH:7]2)([O-])=O.[H-].[Na+].CI.O>CN(C=O)C>[NH2:1][C:4]1[CH:5]=[C:6]2[C:10](=[CH:11][CH:12]=1)[NH:9][CH:8]=[CH:7]2 |f:1.2|. Procedure: The ethyl ester of 5-nitroindole-2-carboxylic acid (0.300 g, 1.28 mmol) was dissolved in anhydrous DMF (6 mL) and NaH (0.078 g, 60%, 1.92 mmol) was added. The reaction was stirred at RT for 20 min, then MeI (160 μL, 2.56 mmol) was added and stirring was continued for 3 h. The reaction was quenched with the addition of aqueous NaHCO3 (˜1%) while stirring vigorously. The brown solid formed (0.096 g) was filtered and dried in air overnight. The N-methyl nitro derivative (196 mg, 0.79 mmol) was then... Starting materials: N1CCCC2=CC=CC=C12 (1,2,3,4-tetrahydroquinoline), IC1=CC=C(C=C1)C (4-iodotoluene), C([O-])([O-])=O.[K+].[K+] (potassium carbonate). The reagents and catalysts are [Cu] (copper). The solvent is CN(C=O)C (dimethylformamide). Yields the product compound ( 303 ), C1(=CC=C(C=C1)N1CCCC2=CC=CC=C12)C (1,2,3,4-tetrahydro-1-p-tolylquinoline). As a reaction SMILES: [NH:1]1[C:10]2[C:5](=[CH:6][CH:7]=[CH:8][CH:9]=2)[CH2:4][CH2:3][CH2:2]1.I[C:12]1[CH:17]=[CH:16][C:15]([CH3:18])=[CH:14][CH:13]=1.C(=O)([O-])[O-].[K+].[K+]>[Cu].CN(C)C=O>[C:15]1([CH3:18])[CH:16]=[CH:17][C:12]([N:1]2[C:10]3[C:5](=[CH:6][CH:7]=[CH:8][CH:9]=3)[CH2:4][CH2:3][CH2:2]2)=[CH:13][CH:14]=1 |f:2.3.4|. Procedure details: Under the atmosphere of nitrogen, 4 parts of 1,2,3,4-tetrahydroquinoline, 20 parts of 4-iodotoluene, 20 parts of dimethylformamide (DMF), 10 parts of potassium carbonate, and 1 part of copper powder (200 mesh) were stirred at 160° C. for 10 hours. After the reaction, the resultant was extracted with water/ethyl acetate, and the ethyl acetate phase was dried over magnesium sulfate. Ethyl acetate was distilled off, and the residue was separated and purified by column chromatography to yield 5 part... Reactants: CO, O=C(c1nccs1)N1CCN(C(=O)C(F)(F)F)CC1, [K+], [K+], O=C([O-])[O-], O. Yields the product O=C(c1nccs1)N1CCNCC1. RXN SMILES: [CH3:26][OH:27].[F:1][C:2]([F:3])([F:4])[C:18]([N:5]1[CH2:6][CH2:7][N:8]([C:11](=[O:12])[c:13]2[s:14][cH:15][cH:16][n:17]2)[CH2:9][CH2:10]1)=[O:19].[K+:20].[K+:21].[O-:22][C:23]([O-:24])=[O:25].[OH2:28]>>[NH:5]1[CH2:6][CH2:7][N:8]([C:11](=[O:12])[c:13]2[s:14][cH:15][cH:16][n:17]2)[CH2:9][CH2:10]1.